From a dataset of the Open Reaction Database (ORD), a public repository of structured organic reaction records. describe an organic reaction: reactants, conditions, products, and yield The reactants are CO, Cl, CC(C)(C)OC(=O)N1CCC(c2ccc3c(c2)OCO3)C(OCc2ccc3ccccc3c2)C1. The product is Cl, c1ccc2cc(COC3CNCCC3c3ccc4c(c3)OCO4)ccc2c1. RXN SMILES: [CH3:36][OH:37].[ClH:35].[O:1]1[CH2:2][O:3][c:4]2[c:5]1[cH:6][cH:7][c:8]([CH:10]1[CH:11]([O:23][CH2:24][c:25]3[cH:26][c:27]4[cH:28][cH:29][cH:30][cH:31][c:32]4[cH:33][cH:34]3)[CH2:12][N:13]([C:16]([O:17][C:18]([CH3:19])([CH3:20])[CH3:21])=[O:22])[CH2:14][CH2:15]1)[cH:9]2>>[ClH:35].[O:1]1[CH2:2][O:3][c:4]2[c:5]1[cH:6][cH:7][c:8]([CH:10]1[CH:11]([O:23][CH2:24][c:25]3[cH:26][c:27]4[cH:28][cH:29][cH:30][cH:31][c:32]4[cH:33][cH:34]3)[CH2:12][NH:13][CH2:14][CH2:15]1)[cH:9]2.